From a dataset of the Open Reaction Database (ORD), a public repository of structured organic reaction records. describe an organic reaction: reactants, conditions, products, and yield Starting materials: S(=O)(=O)(O)O.FC=1C=C(C=C2CCC(C12)(C)C)NC(=O)[C@H]1C=2C=CC(=NC2CCN1C(=O)[C@H]1C[C@H](C1)CC(=O)O)OC ((cis-3-(((5R)-5-((7-fluoro-1,1-dimethyl-2,3-dihydro-1H-inden-5-yl)carbamoyl)-2-methoxy-7,8-dihydro-1,6-naphthyridin-6(5H)-yl)carbonyl)cyclobutyl)acetic acid monosulfate). The solvent is CCC(=O)C (MEK). Conditions: temperature 60 celsius, time 8 hour. Product: O.S(=O)(=O)(O)O.FC=1C=C(C=C2CCC(C12)(C)C)NC(=O)[C@H]1C=2C=CC(=NC2CCN1C(=O)[C@H]1C[C@H](C1)CC(=O)O)OC.FC=1C=C(C=C2CCC(C12)(C)C)NC(=O)[C@H]1C=2C=CC(=NC2CCN1C(=O)[C@H]1C[C@H](C1)CC(=O)O)OC.S(=O)(=O)(O)O ((cis-3-(((5R)-5-((7-fluoro-1,1-dimethyl-2,3-dihydro-1H-inden-5-yl)carbamoyl)-2-methoxy-7,8-dihydro-1,6-naphthyridin-6(5H)-yl)carbonyl)cyclobutyl)acetic acid monosulfate hemihydrate). RXN SMILES: [S:1]([OH:5])([OH:4])(=[O:3])=[O:2].[F:6][C:7]1[CH:8]=[C:9]([NH:18][C:19]([C@@H:21]2[N:30]([C:31]([C@@H:33]3[CH2:36][C@H:35]([CH2:37][C:38]([OH:40])=[O:39])[CH2:34]3)=[O:32])[CH2:29][CH2:28][C:27]3[N:26]=[C:25]([O:41][CH3:42])[CH:24]=[CH:23][C:22]2=3)=[O:20])[CH:10]=[C:11]2[C:15]=1[C:14]([CH3:17])([CH3:16])[CH2:13][CH2:12]2>CCC(C)=O>[OH2:2].[S:1]([OH:5])([OH:4])(=[O:3])=[O:2].[F:6][C:7]1[CH:8]=[C:9]([NH:18][C:19]([C@@H:21]2[N:30]([C:31]([C@@H:33]3[CH2:36][C@H:35]([CH2:37][C:38]([OH:40])=[O:39])[CH2:34]3)=[O:32])[CH2:29][CH2:28][C:27]3[N:26]=[C:25]([O:41][CH3:42])[CH:24]=[CH:23][C:22]2=3)=[O:20])[CH:10]=[C:11]2[C:15]=1[C:14]([CH3:17])([CH3:16])[CH2:13][CH2:12]2.[F:6][C:7]1[CH:8]=[C:9]([NH:18][C:19]([C@@H:21]2[N:30]([C:31]([C@@H:33]3[CH2:36][C@H:35]([CH2:37][C:38]([OH:40])=[O:39])[CH2:34]3)=[O:32])[CH2:29][CH2:28][C:27]3[N:26]=[C:25]([O:41][CH3:42])[CH:24]=[CH:23][C:22]2=3)=[O:20])[CH:10]=[C:11]2[C:15]=1[C:14]([CH3:17])([CH3:16])[CH2:13][CH2:12]2.[S:1]([OH:5])([OH:4])(=[O:3])=[O:2] |f:0.1,3.4.5.6.7|. Procedure details: The obtained (cis-3-(((5R)-5-((7-fluoro-1,1-dimethyl-2,3-dihydro-1H-inden-5-yl)carbamoyl)-2-methoxy-7,8-dihydro-1,6-naphthyridin-6(5H)-yl)carbonyl)cyclobutyl)acetic acid monosulfate (300 mg, 0.49 mmol) was dissolved in MEK (600 μL) while warming at water-bath (60° C.). After changing to an oil, the oil was stood overnight at room temperature. The precipitated white crystals were stood at refrigerator for several weeks to give the title compound.